This data is from the Open Reaction Database (ORD), a public repository of structured organic reaction records. The task is: describe an organic reaction: reactants, conditions, products, and yield Product: CCCN(CCC)Cc1nc(CNC=O)no1. Reactants: COC=O, CCCN(CCC)Cc1nc(CN)no1. As a reaction SMILES: [CH:16](=[O:17])[O:18][CH3:19].[NH2:1][CH2:2][c:3]1[n:4][o:5][c:6]([CH2:8][N:9]([CH2:10][CH2:11][CH3:12])[CH2:13][CH2:14][CH3:15])[n:7]1>>[NH:1]([CH2:2][c:3]1[n:4][o:5][c:6]([CH2:8][N:9]([CH2:10][CH2:11][CH3:12])[CH2:13][CH2:14][CH3:15])[n:7]1)[CH:16]=[O:17]. Starting materials: resultant mixture, BrC(=C(C1=CC=CC=C1)C1=CC=CC=C1)C (2-bromo-1,1-diphenylpropene), C1CCOC1 (THF), ClP(C1=CC=CC=C1)C1=CC=CC=C1 (chlorodiphenylphosphine), C(CCC)[Li] (butyllithium). Run in O (Water). Run at temperature -70 celsius, time 13 hour. The product is C1(=CC=CC=C1)C(=C(C)P(C1=CC=CC=C1)C1=CC=CC=C1)C1=CC=CC=C1 (1,1-Diphenyl-2-(diphenylphosphino)propene). The yield is 57.1%. As a reaction SMILES: Br[C:2]([CH3:16])=[C:3]([C:10]1[CH:15]=[CH:14][CH:13]=[CH:12][CH:11]=1)[C:4]1[CH:9]=[CH:8][CH:7]=[CH:6][CH:5]=1.C1COCC1.C([Li])CCC.Cl[P:28]([C:35]1[CH:40]=[CH:39][CH:38]=[CH:37][CH:36]=1)[C:29]1[CH:34]=[CH:33][CH:32]=[CH:31][CH:30]=1>O>[C:4]1([C:3]([C:10]2[CH:15]=[CH:14][CH:13]=[CH:12][CH:11]=2)=[C:2]([P:28]([C:35]2[CH:36]=[CH:37][CH:38]=[CH:39][CH:40]=2)[C:29]2[CH:34]=[CH:33][CH:32]=[CH:31][CH:30]=2)[CH3:16])[CH:9]=[CH:8][CH:7]=[CH:6][CH:5]=1. Reported procedure: Into a reactor were introduced 1.37 g (5.00 mmol) of the 2-bromo-1,1-diphenylpropene and 14 mL of THF under a nitrogen atmosphere. The contents were cooled to −70° C., and 3.4 mL (5.5 mmol; 1.6 M hexane solution) of butyllithium was gradually added dropwise thereto. The resultant mixture was stirred for 30 minutes. Thereafter, 1.1 mL (6.0 mmol) of chlorodiphenylphosphine was added, and this mixture was heated to room temperature and then stirred for 13 hours. Water was added to the reaction mixt...